Task: describe an organic reaction: reactants, conditions, products, and yield. Dataset: the Open Reaction Database (ORD), a public repository of structured organic reaction records Starting materials: CC(C)Cc1ccc(C(Cc2ccc(C(=O)O)cc2)c2ccc(CC(C)C)cc2)cc1, CN(C)C=O, O=C(Cl)C(=O)Cl, ClCCl. The product is CC(C)Cc1ccc(C(Cc2ccc(C(=O)Cl)cc2)c2ccc(CC(C)C)cc2)cc1. RXN SMILES: [CH2:1]([CH:2]([CH3:3])[CH3:4])[c:5]1[cH:6][cH:7][c:8]([CH:11]([CH2:12][c:13]2[cH:14][cH:15][c:16]([C:17](=[O:18])[OH:19])[cH:20][cH:21]2)[c:22]2[cH:23][cH:24][c:25]([CH2:28][CH:29]([CH3:30])[CH3:31])[cH:26][cH:27]2)[cH:9][cH:10]1.[CH3:38][N:39]([CH3:40])[CH:41]=[O:42].[Cl:32][C:33]([C:34]([Cl:35])=[O:36])=[O:37].[Cl:43][CH2:44][Cl:45]>>[CH2:1]([CH:2]([CH3:3])[CH3:4])[c:5]1[cH:6][cH:7][c:8]([CH:11]([CH2:12][c:13]2[cH:14][cH:15][c:16]([C:17](=[O:18])[Cl:32])[cH:20][cH:21]2)[c:22]2[cH:23][cH:24][c:25]([CH2:28][CH:29]([CH3:30])[CH3:31])[cH:26][cH:27]2)[cH:9][cH:10]1. The reactants are C(C)(C)NC(C)C (diisopropylamine), BrC1=NC=C(C=C1)F (2-bromo-5-fluoropyridine), C(C)[Si](Cl)(CC)CC (Triethylchlorosilane), [Li]CCCC (BuLi). The solvent is C1CCOC1 (THF), C1CCOC1 (THF). Run at temperature -75 celsius, time 1 hour. Product: BrC1=NC=C(C(=C1)[Si](CC)(CC)CC)F (2-Bromo-5-fluoro-4-triethylsilanyl-pyridine), liquid. RXN SMILES: C(NC(C)C)(C)C.[Li]CCCC.[Br:13][C:14]1[CH:19]=[CH:18][C:17]([F:20])=[CH:16][N:15]=1.[CH2:21]([Si:23]([CH2:27][CH3:28])([CH2:25][CH3:26])Cl)[CH3:22]>C1COCC1>[Br:13][C:14]1[CH:19]=[C:18]([Si:23]([CH2:27][CH3:28])([CH2:25][CH3:26])[CH2:21][CH3:22])[C:17]([F:20])=[CH:16][N:15]=1. Procedure: A solution of diisopropylamine (25.3 g, 250 mmol) in 370 ml THF was cooled with a dry-ice acetone bath at −75° C. BuLi (100 ml, 250 mmol, 2.5 M in hexanes) was added dropwise while maintaining the temperature below −50° C. After the temperature of the mixture had reached −75° C. again, a solution of 2-bromo-5-fluoropyridine (36.7 g, 208 mmol) in 45 ml THF was added dropwise. The mixture was stirred for 1 h at −75° C. Triethylchlorosilane (39.2 g, 260 mmol) was added quickly. The temperature stay... Starting materials: N1C=NC=C1 (imidazole), potassium tert.-butylate, ClC1=CC=C(C=C1)C1(OC1)C1(CC1)N1N=C(N=C1)Cl (2-(4-chlorophenyl)-2-[1-(3-chloro-1,2,4-triazol-1-yl)-cyclopropyl]-oxirane). Run in C(C)#N (acetonitrile), C(C)#N (acetonitrile). Yields the product ClC1=CC=C(C=C1)C(CN1C=NC=C1)(O)C1(CC1)N1N=C(N=C1)Cl (1-(4-chlorophenyl)-1-[1-(3-chloro-1,2,4-triazol-1-yl)-cyclopropyl]-2-(imidazol-1-yl)-ethan-1-ol). Isolated yield 32.0%. As a reaction SMILES: [NH:1]1[CH:5]=[CH:4][N:3]=[CH:2]1.[Cl:6][C:7]1[CH:12]=[CH:11][C:10]([C:13]2([C:16]3([N:19]4[CH:23]=[N:22][C:21]([Cl:24])=[N:20]4)[CH2:18][CH2:17]3)[CH2:15][O:14]2)=[CH:9][CH:8]=1>C(#N)C>[Cl:6][C:7]1[CH:12]=[CH:11][C:10]([C:13]([C:16]2([N:19]3[CH:23]=[N:22][C:21]([Cl:24])=[N:20]3)[CH2:18][CH2:17]2)([OH:14])[CH2:15][N:1]2[CH:5]=[CH:4][N:3]=[CH:2]2)=[CH:9][CH:8]=1. Procedure: A mixture of 13 g (191 mmol) of imidazole and 1 g (9 mmol) of potassium tert.-butylate in 100 ml of acetonitrile is refluxed under a nitrogen atmosphere. To this mixture there is added dropwise a solution of 18 g (61 mmol) of 2-(4-chlorophenyl)-2-[1-(3-chloro-1,2,4-triazol-1-yl)-cyclopropyl]-oxirane in 30 ml of acetonitrile. The reaction mixture is refluxed for a further 10 hours and then concentrated by stripping off the solvent under reduced pressure. The residue which remains is taken up in e...